From a dataset of the Open Reaction Database (ORD), a public repository of structured organic reaction records. describe an organic reaction: reactants, conditions, products, and yield Reactants: C(C)N(C(CCl)=O)CC (N,N-diethyl chloroacetamide), C(O)([O-])=O.[Cs+] (cesium hydrogen carbonate), C(C)(C)(C)/C(/C(=O)O)=C\C(=O)O (mono tert-butyl fumaric acid). Solvent: CN1C(CCC1)=O (N-methylpyrrolidinone). The product is C(C)N(C(=O)COC(=O)/C=C/C(=O)O)CC ((2E)-3-{[(N,N-Diethylcarbamoyl)methyl]oxycarbonyl}prop-2-enoic acid). Yield: 5.5%. RXN SMILES: C(/[C:5](=[CH:9]\[C:10]([OH:12])=[O:11])/[C:6]([OH:8])=[O:7])(C)(C)C.[CH2:13]([N:15]([CH2:20][CH3:21])[C:16](=[O:19])[CH2:17]Cl)[CH3:14].C(=O)([O-])O.[Cs+]>CN1CCCC1=O>[CH2:13]([N:15]([CH2:20][CH3:21])[C:16]([CH2:17][O:12][C:10](/[CH:9]=[CH:5]/[C:6]([OH:8])=[O:7])=[O:11])=[O:19])[CH3:14] |f:2.3|. Reported procedure: Following general procedure A, mono tert-butyl fumaric acid (0.70 g, 4.06 mmol) was reacted with N,N-diethyl chloroacetamide (0.55 mL, 0.60 g, 4.06 mmol) and CsHCO3 (0.93 g, 4.87 mmol) at ca. 55° C. in N-methylpyrrolidinone (NMP). After isolation and purification, the crude material was reacted in 50 vol-% trifluoroacetic acid (TFA) in dichloromethane (DCM). The free acid was purified by mass-guided preparative HPLC to afford 0.051 g (6% yield) of the title compound (48) as a white solid. 1H NMR... The reactants are [BH4-].[Na+] (sodium borohydride), CO (methanol), COC(=O)[C@H]1N(C[C@@H](C1)OS(=O)(=O)C)C(=O)OC(C)(C)C ((2S,4R)-1-t-butoxycarbonyl-4-methanesulfonyloxypyrrolidine-2-carboxylic acid methyl ester). Solvent: O1CCCC1 (tetrahydrofuran). Conditions: temperature 60 celsius, time 25 minute. Product: C(C)(C)(C)OC(=O)N1[C@@H](C[C@H](C1)OS(=O)(=O)C)CO ((2S,4R)-1-t-butoxycarbonyl-4-methanesulfonyloxypyrrolidine-2-methanol). Isolated yield 80.5%. RXN SMILES: C[O:2][C:3]([C@@H:5]1[CH2:9][C@@H:8]([O:10][S:11]([CH3:14])(=[O:13])=[O:12])[CH2:7][N:6]1[C:15]([O:17][C:18]([CH3:21])([CH3:20])[CH3:19])=[O:16])=O.[BH4-].[Na+].CO>O1CCCC1>[C:18]([O:17][C:15]([N:6]1[CH2:7][C@H:8]([O:10][S:11]([CH3:14])(=[O:12])=[O:13])[CH2:9][C@H:5]1[CH2:3][OH:2])=[O:16])([CH3:21])([CH3:20])[CH3:19] |f:1.2|. Procedure: To a solution of (2S,4R)-1-t-butoxycarbonyl-4-methanesulfonyloxypyrrolidine-2-carboxylic acid methyl ester (8.11 g) in tetrahydrofuran (49 ml) stirring under ice cooling, sodium borohydride (2.36 g) and methanol (20 ml) are added. The mixture is stirred at room temperature for 25 minutes and at 60° C. for 25 minutes. The mixture is cooled with ice and filtered. The filtrate is concentrated, diluted with ethyl acetate, washed with water, dried over sodium sulfate, and concentrated in vacuo. The r... Reactants: N1(C=NC=C1)C[C@H](C1=CC=CC=C1)OC1=C(C=2CCCC(C2C=C1)=O)CSC1=C(C(=O)O)C=CC=C1 (2-{[(2-{[(1S)-2-(1H-imidazol-1-yl)-1-phenylethyl]oxy}-5-oxo-5,6,7,8-tetrahydro-1-naphthalenyl)methyl]sulfanyl}benzoic acid), N[C@@H](CO)CC ((R)-2-amino-1-butanol). Yields the product OC[C@@H](CC)NC(C1=C(C=CC=C1)SCC1=C(C=CC=2C(CCCC12)=O)O[C@H](CN1C=NC=C1)C1=CC=CC=C1)=O (N-[(1R)-1-(Hydroxymethyl)propyl]-2-{[(2-{[(1S)-2-(1H-imidazol-1-yl)-1-phenylethyl]oxy}-5-oxo-5,6,7,8-tetrahydro-1-naphthalenyl)methyl]sulfanyl}benzamide). The yield is 89.5%. Reaction SMILES: [N:1]1([CH2:6][C@@H:7]([O:14][C:15]2[CH:24]=[CH:23][C:22]3[C:21](=[O:25])[CH2:20][CH2:19][CH2:18][C:17]=3[C:16]=2[CH2:26][S:27][C:28]2[CH:36]=[CH:35][CH:34]=[CH:33][C:29]=2[C:30](O)=[O:31])[C:8]2[CH:13]=[CH:12][CH:11]=[CH:10][CH:9]=2)[CH:5]=[CH:4][N:3]=[CH:2]1.[NH2:37][C@H:38]([CH2:41][CH3:42])[CH2:39][OH:40]>>[OH:40][CH2:39][C@H:38]([NH:37][C:30](=[O:31])[C:29]1[CH:33]=[CH:34][CH:35]=[CH:36][C:28]=1[S:27][CH2:26][C:16]1[C:17]2[CH2:18][CH2:19][CH2:20][C:21](=[O:25])[C:22]=2[CH:23]=[CH:24][C:15]=1[O:14][C@@H:7]([C:8]1[CH:13]=[CH:12][CH:11]=[CH:10][CH:9]=1)[CH2:6][N:1]1[CH:5]=[CH:4][N:3]=[CH:2]1)[CH2:41][CH3:42]. Procedure: Using the method in Example 172, 2-{[(2-{[(1S)-2-(1H-imidazol-1-yl)-1-phenylethyl]oxy}-5-oxo-5,6,7,8-tetrahydro-1-naphthalenyl)methyl]sulfanyl}benzoic acid (50 mg, 0.10 mmol, 0.20M in DMF) and (R)-2-amino-1-butanol (45 mg, 0.50 mmol, 1.0M in DMF) were combined to give 51 mg of the desired compound: Low resolution mass spectrum (LC-MS, APCI) m/z 570 [M+H]+. Reactants: CC(OCC)=O.[Cl-].[Na+].O (EA brine), BrC1=CC=C(S1)C(=O)NC1=C(C=CC=C1)Cl ((5-bromo(2-thienyl))-N-(2-chlorophenyl)carboxamide), CC1=CC2=C(N=CS2)C=C1B1OC(C(O1)(C)C)(C)C (6-methyl-5-(4,4,5,5-tetramethyl(1,3,2-dioxaborolan-2-yl))benzothiazole), C([O-])([O-])=O.[Na+].[Na+] (sodium carbonate). The reagents and catalysts are [Pd].C1(=CC=CC=C1)P(C1=CC=CC=C1)C1=CC=CC=C1.C1(=CC=CC=C1)P(C1=CC=CC=C1)C1=CC=CC=C1.C1(=CC=CC=C1)P(C1=CC=CC=C1)C1=CC=CC=C1.C1(=CC=CC=C1)P(C1=CC=CC=C1)C1=CC=CC=C1 (tetrakis(triphenylphosphine)-palladium(0)). Run in COCCOC (DME), CCO (EtOH), O (water). Run at temperature 110 celsius. Yields the product ClC1=C(C=CC=C1)NC(=O)C=1SC(=CC1)C=1C(=CC2=C(N=CS2)C1)C (N-(2-chlorophenyl)[5-(6-methylbenzothiazol-5-yl)(2-thienyl)]carboxamide). Isolated yield 83.9%. As a reaction SMILES: Br[C:2]1[S:6][C:5]([C:7]([NH:9][C:10]2[CH:15]=[CH:14][CH:13]=[CH:12][C:11]=2[Cl:16])=[O:8])=[CH:4][CH:3]=1.[CH3:17][C:18]1[C:26](B2OC(C)(C)C(C)(C)O2)=[CH:25][C:21]2[N:22]=[CH:23][S:24][C:20]=2[CH:19]=1.C(=O)([O-])[O-].[Na+].[Na+].CC(=O)OCC.[Cl-].[Na+].O>COCCOC.CCO.O.[Pd].C1(P(C2C=CC=CC=2)C2C=CC=CC=2)C=CC=CC=1.C1(P(C2C=CC=CC=2)C2C=CC=CC=2)C=CC=CC=1.C1(P(C2C=CC=CC=2)C2C=CC=CC=2)C=CC=CC=1.C1(P(C2C=CC=CC=2)C2C=CC=CC=2)C=CC=CC=1>[Cl:16][C:11]1[CH:12]=[CH:13][CH:14]=[CH:15][C:10]=1[NH:9][C:7]([C:5]1[S:6][C:2]([C:26]2[C:18]([CH3:17])=[CH:19][C:20]3[S:24][CH:23]=[N:22][C:21]=3[CH:25]=2)=[CH:3][CH:4]=1)=[O:8] |f:2.3.4,5.6.7.8,12.13.14.15.16|. Procedure: A mixture of (5-bromo(2-thienyl))-N-(2-chlorophenyl)carboxamide (7, 21 mg, 0.07 mmol), 6-methyl-5-(4,4,5,5-tetramethyl(1,3,2-dioxaborolan-2-yl))benzothiazole (14) (19 mg, 0.07 mmol), tetrakis(triphenylphosphine)-palladium(0) (Pd(Ph3P)4, 8 mg) and sodium carbonate (22 mg) in 0.5 ml DME, 0.5 ml EtOH and 0.25 ml water was heated under Ar in microwave reactor at 110° C. for 30 min. The reaction mixture was worked up with EA/brine. Org. phase was concentrated and then subjected to prep HPLC chromatog... The reactants are resultant mixture, C(CCO)O (1,3-Propanediol), [H-].[Na+] (Sodium hydride), C(C)(C)(C)C1=CC=C(C=C1)S(=O)(=O)NC1=NC(=NC(=C1OC1=C(C=CC=C1)OC)Cl)N1CCOCC1 (4-t-butyl-N-[6-chloro-5-(2-methoxyphenoxy)-2-morpholino-4-pyrimidinyl]benzenesulfonamide), C(C)(=O)OCC (Ethyl acetate). Solvent: CS(=O)C (dimethyl sulfoxide). Yields the product C(C)(C)(C)C1=CC=C(C=C1)S(=O)(=O)NC1=NC(=NC(=C1OC1=C(C=CC=C1)OC)OCCCO)N1CCOCC1 (4-t-butyl-N-[6-(3-hydroxypropyloxy)-5-(2-methoxyphenoxy)-2-morpholino-4-pyrimidinyl]-benzenesulfonamide). Yield: 67.9%. Reaction SMILES: [CH2:1]([OH:5])[CH2:2][CH2:3][OH:4].[H-].[Na+].[C:8]([C:12]1[CH:17]=[CH:16][C:15]([S:18]([NH:21][C:22]2[C:27]([O:28][C:29]3[CH:34]=[CH:33][CH:32]=[CH:31][C:30]=3[O:35][CH3:36])=[C:26](Cl)[N:25]=[C:24]([N:38]3[CH2:43][CH2:42][O:41][CH2:40][CH2:39]3)[N:23]=2)(=[O:20])=[O:19])=[CH:14][CH:13]=1)([CH3:11])([CH3:10])[CH3:9].C(OCC)(=O)C>CS(C)=O>[C:8]([C:12]1[CH:13]=[CH:14][C:15]([S:18]([NH:21][C:22]2[C:27]([O:28][C:29]3[CH:34]=[CH:33][CH:32]=[CH:31][C:30]=3[O:35][CH3:36])=[C:26]([O:4][CH2:3][CH2:2][CH2:1][OH:5])[N:25]=[C:24]([N:38]3[CH2:43][CH2:42][O:41][CH2:40][CH2:39]3)[N:23]=2)(=[O:20])=[O:19])=[CH:16][CH:17]=1)([CH3:11])([CH3:9])[CH3:10] |f:1.2|. Procedure: 1,3-Propanediol (580 mg) was dissolved in dimethyl sulfoxide (15 ml). Sodium hydride (297 mg) and 4-t-butyl-N-[6-chloro-5-(2-methoxyphenoxy)-2-morpholino-4-pyrimidinyl]benzenesulfonamide (1.1 g) were added to the solution. The resultant mixture was stirred for 4 hours at 120° C. Ethyl acetate was added to the reaction mixture, followed by successive washing with 0.5N-HCl, water, and saturated brine. The organic layer was dried over anhydrous sodium sulfate, and evaporated. The residue was purifi...